From a dataset of the Open Reaction Database (ORD), a public repository of structured organic reaction records. describe an organic reaction: reactants, conditions, products, and yield As a reaction SMILES: N#N.[N+:3]([C:6]1[CH:10]=[N:9][N:8]([CH2:11][C:12]2[S:13][CH:14]=[C:15]([C:17](OC)=[O:18])[N:16]=2)[N:7]=1)([O-:5])=[O:4].CC(C[AlH]CC(C)C)C.[C@H](O)(C([O-])=O)[C@@H](O)C([O-])=O.[Na+].[K+]>C1COCC1>[N+:3]([C:6]1[CH:10]=[N:9][N:8]([CH2:11][C:12]2[S:13][CH:14]=[C:15]([CH2:17][OH:18])[N:16]=2)[N:7]=1)([O-:5])=[O:4] |f:3.4.5|. Product: [N+](=O)([O-])C1=NN(N=C1)CC=1SC=C(N1)CO ((2-((4-Nitro-2H-1,2,3-triazol-2-yl)methyl)thiazol-4-yl)methanol). Reported procedure: In a flame dried round-bottomed flask equipped with a magnetic stir bar and under inert atmosphere (N2), a solution of methyl 2-((4-nitro-2H-1,2,3-triazol-2-yl)methyl)thiazole-4-carboxylate (1.10 g, 4.08 mmol) in THF (30 mL) was treated dropwise at 0° C. with DiBAL-H (14.3 mL of a 1.0 M solution in THF, 14.3 mmol) and the resulting solution was stirred for 1 h at 0°. Rochelle's salt solution (100 mL) was added and the mixture was stirred for 1 h at rt. The aq. layer was extracted with EA (2×40 m... Starting materials: N#N (N2), [C@@H]([C@H](C(=O)[O-])O)(C(=O)[O-])O.[Na+].[K+] (Rochelle's salt), [N+](=O)([O-])C1=NN(N=C1)CC=1SC=C(N1)C(=O)OC (methyl 2-((4-nitro-2H-1,2,3-triazol-2-yl)methyl)thiazole-4-carboxylate), CC(C)C[AlH]CC(C)C (DiBAL-H), solution. Reaction conditions: time 1 hour. The solvent is C1CCOC1 (THF), C1CCOC1 (THF). The reactants are ClC(Cl)(Cl)Cl, CC(=O)c1nc(C)cs1, CC(C)(C#N)N=NC(C)(C)C#N, O=C1CCC(=O)N1Br. Product: CC(=O)c1nc(CBr)cs1. As a reaction SMILES: [C:30]([Cl:31])([Cl:32])([Cl:33])[Cl:34].[CH3:1][c:2]1[n:3][c:4]([C:7]([CH3:8])=[O:9])[s:5][cH:6]1.[N:18]#[C:19][C:20]([N:21]=[N:22][C:23]([C:24]#[N:25])([CH3:26])[CH3:27])([CH3:28])[CH3:29].[O:10]=[C:11]1[N:12]([Br:17])[C:13](=[O:14])[CH2:15][CH2:16]1>>[CH2:1]([c:2]1[n:3][c:4]([C:7]([CH3:8])=[O:9])[s:5][cH:6]1)[Br:17]. Starting materials: COS(=O)(=O)OC, Cl, [K+], [OH-], O, O=C(O)c1c(Cl)ccc(Cl)c1O. Yields the product COc1c(Cl)ccc(Cl)c1C(=O)O. RXN SMILES: [CH3:15][O:16][S:17]([O:18][CH3:19])(=[O:20])=[O:21].[ClH:22].[K+:14].[OH-:13].[OH2:23].[OH:1][c:2]1[c:3]([C:4](=[O:5])[OH:6])[c:7]([Cl:12])[cH:8][cH:9][c:10]1[Cl:11]>>[O:1]([c:2]1[c:3]([C:4](=[O:5])[OH:6])[c:7]([Cl:12])[cH:8][cH:9][c:10]1[Cl:11])[CH3:15]. Reactants: CC(=O)O, Fc1ccc(C2CCC(C3CCC(CCC4OCCO4)CC3)CC2)cc1, C1COCCO1, O. Product: O=CCCC1CCC(C2CCC(c3ccc(F)cc3)CC2)CC1. As a reaction SMILES: [CH3:33][C:34](=[O:35])[OH:36].[O:1]1[CH:2]([CH2:6][CH2:7][CH:8]2[CH2:9][CH2:10][CH:11]([CH:14]3[CH2:15][CH2:16][CH:17]([c:20]4[cH:21][cH:22][c:23]([F:26])[cH:24][cH:25]4)[CH2:18][CH2:19]3)[CH2:12][CH2:13]2)[O:5][CH2:4][CH2:3]1.[O:27]1[CH2:28][CH2:29][O:30][CH2:31][CH2:32]1.[OH2:37]>>[O:1]=[CH:2][CH2:6][CH2:7][CH:8]1[CH2:9][CH2:10][CH:11]([CH:14]2[CH2:15][CH2:16][CH:17]([c:20]3[cH:21][cH:22][c:23]([F:26])[cH:24][cH:25]3)[CH2:18][CH2:19]2)[CH2:12][CH2:13]1.